describe an organic reaction: reactants, conditions, products, and yield From a dataset of the Open Reaction Database (ORD), a public repository of structured organic reaction records. Reactants: CC(=O)[O-], CC#N, CN1C(=O)CN=C(c2ccccc2F)c2c1ccc(NC(=O)NCCCl)c2Cl, [K+], C1COCCOCCOCCOCCOCCO1. The product is CC(=O)OCCNC(=O)Nc1ccc2c(c1Cl)C(c1ccccc1F)=NCC(=O)N2C. Reaction SMILES: [CH3:30][C:31]([O-:32])=[O:33].[CH3:52][C:53]#[N:54].[Cl:1][CH2:2][CH2:3][NH:4][C:5](=[O:6])[NH:7][c:8]1[cH:9][cH:10][c:11]2[c:12]([c:27]1[Cl:28])[C:13]([c:20]1[c:21]([F:26])[cH:22][cH:23][cH:24][cH:25]1)=[N:14][CH2:15][C:16](=[O:19])[N:17]2[CH3:18].[K+:29].[O:34]1[CH2:35][CH2:36][O:37][CH2:38][CH2:39][O:40][CH2:41][CH2:42][O:43][CH2:44][CH2:45][O:46][CH2:47][CH2:48][O:49][CH2:50][CH2:51]1>>[CH2:2]([CH2:3][NH:4][C:5](=[O:6])[NH:7][c:8]1[cH:9][cH:10][c:11]2[c:12]([c:27]1[Cl:28])[C:13]([c:20]1[c:21]([F:26])[cH:22][cH:23][cH:24][cH:25]1)=[N:14][CH2:15][C:16](=[O:19])[N:17]2[CH3:18])[O:33][C:31]([CH3:30])=[O:32].